This data is from the Open Reaction Database (ORD), a public repository of structured organic reaction records. The task is: describe an organic reaction: reactants, conditions, products, and yield Starting materials: CCCCO, Clc1cc(Nc2cccc(Oc3ccccc3)c2)ncn1, Cl, Nc1cccc(N)c1. The product is Nc1cccc(Nc2cc(Nc3cccc(Oc4ccccc4)c3)ncn2)c1. Reaction SMILES: [CH2:31]([OH:32])[CH2:33][CH2:34][CH3:35].[Cl:1][c:2]1[cH:3][c:4]([NH:8][c:9]2[cH:10][c:11]([O:15][c:16]3[cH:17][cH:18][cH:19][cH:20][cH:21]3)[cH:12][cH:13][cH:14]2)[n:5][cH:6][n:7]1.[ClH:30].[NH2:22][c:23]1[cH:24][c:25]([NH2:29])[cH:26][cH:27][cH:28]1>>[c:2]1([NH:29][c:25]2[cH:24][c:23]([NH2:22])[cH:28][cH:27][cH:26]2)[cH:3][c:4]([NH:8][c:9]2[cH:10][c:11]([O:15][c:16]3[cH:17][cH:18][cH:19][cH:20][cH:21]3)[cH:12][cH:13][cH:14]2)[n:5][cH:6][n:7]1. The reactants are C(C1=CC=CC=C1)OC(C(C(=O)OCC1=CC=CC=C1)C1=NC=C(C=C1)NS(=O)(=O)C=1C(=NN(C1Cl)C)C)=O (2-[5-(5-chloro-1,3-dimethyl-1H-pyrazole-4-sulfonylamino)-pyridin-2-yl]-malonic acid dibenzyl ester). The reagents and catalysts are [Pd] (palladium on carbon). The solvent is C(C)(=O)OCC (ethyl acetate). The product is ClC1=C(C(=NN1C)C)S(=O)(=O)NC=1C=CC(=NC1)CC(=O)O ([5-(5-chloro-1,3-dimethyl-1H-pyrazole-4-sulfonylamino)-pyridin-2-yl]-acetic acid). The yield is 94.0%. As a reaction SMILES: C([O:8][C:9](=[O:39])[CH:10]([C:21]1[CH:26]=[CH:25][C:24]([NH:27][S:28]([C:31]2[C:32]([CH3:38])=[N:33][N:34]([CH3:37])[C:35]=2[Cl:36])(=[O:30])=[O:29])=[CH:23][N:22]=1)C(OCC1C=CC=CC=1)=O)C1C=CC=CC=1>C(OCC)(=O)C.[Pd]>[Cl:36][C:35]1[N:34]([CH3:37])[N:33]=[C:32]([CH3:38])[C:31]=1[S:28]([NH:27][C:24]1[CH:25]=[CH:26][C:21]([CH2:10][C:9]([OH:39])=[O:8])=[N:22][CH:23]=1)(=[O:30])=[O:29]. Procedure details: A solution of 2-[5-(5-chloro-1,3-dimethyl-1H-pyrazole-4-sulfonylamino)-pyridin-2-yl]-malonic acid dibenzyl ester in ethyl acetate was treated with 10% palladium on carbon. The mixture was hydrogenolyzed at 25° C. under hydrogen at 1 atmosphere until no starting material remained. At this time, the reaction mixture was filtered through celite. The filtrate was concentrated in vacuo to afford [5-(5-chloro-1,3-dimethyl-1H-pyrazole-4-sulfonylamino)-pyridin-2-yl]-acetic acid (94%) as a colorless soli... The reactants are Cc1ccc(C(C)(C)C)cc1, O, O=[N+]([O-])O, O=S(=O)(O)O. Yields the product Cc1ccc(C(C)(C)C)cc1[N+](=O)[O-]. RXN SMILES: [C:1]([CH3:2])([CH3:3])([CH3:4])[c:5]1[cH:6][cH:7][c:8]([CH3:11])[cH:9][cH:10]1.[OH2:21].[OH:17][N+:18]([O-:19])=[O:20].[S:12](=[O:13])(=[O:14])([OH:15])[OH:16]>>[C:1]([CH3:2])([CH3:3])([CH3:4])[c:5]1[cH:6][cH:7][c:8]([CH3:11])[c:9]([N+:18](=[O:17])[O-:19])[cH:10]1.